This data is from the Open Reaction Database (ORD), a public repository of structured organic reaction records. The task is: describe an organic reaction: reactants, conditions, products, and yield The reactants are CC(=O)O[BH-](OC(C)=O)OC(C)=O, CC(=O)O, O=Cc1ccccc1, COC(OC)OC, Cc1snc2c1C(=O)N=C(N)NCc1cc(Cl)c(c(Cl)c1)NC(=O)CNCCCC=CCOc1ccc-2cc1, [Na+]. The product is Cc1snc2c1C(=O)N=C(N)NCc1cc(Cl)c(c(Cl)c1)NC(=O)CN(Cc1ccccc1)CCCC=CCOc1ccc-2cc1. As a reaction SMILES: [C:48]([O:49][BH-:50]([O:51][C:52](=[O:53])[CH3:54])[O:55][C:56](=[O:57])[CH3:58])(=[O:59])[CH3:60].[CH3:69][C:70](=[O:71])[OH:72].[CH:40](=[O:41])[c:42]1[cH:43][cH:44][cH:45][cH:46][cH:47]1.[CH:62]([O:63][CH3:64])([O:65][CH3:66])[O:67][CH3:68].[NH2:1][C:2]1=[N:3][C:4](=[O:39])[c:5]2[c:6]([CH3:38])[s:7][n:8][c:9]2-[c:10]2[cH:11][cH:12][c:13]([cH:36][cH:37]2)[O:14][CH2:15][CH:16]=[CH:17][CH2:18][CH2:19][CH2:20][NH:21][CH2:22][C:23](=[O:35])[NH:24][c:25]2[c:26]([Cl:34])[cH:27][c:28]([cH:31][c:32]2[Cl:33])[CH2:29][NH:30]1.[Na+:61]>>[NH2:1][C:2]1=[N:3][C:4](=[O:39])[c:5]2[c:6]([CH3:38])[s:7][n:8][c:9]2-[c:10]2[cH:11][cH:12][c:13]([cH:36][cH:37]2)[O:14][CH2:15][CH:16]=[CH:17][CH2:18][CH2:19][CH2:20][N:21]([CH2:40][c:42]2[cH:43][cH:44][cH:45][cH:46][cH:47]2)[CH2:22][C:23](=[O:35])[NH:24][c:25]2[c:26]([Cl:34])[cH:27][c:28]([cH:31][c:32]2[Cl:33])[CH2:29][NH:30]1. Starting materials: ClCCNCCCl, Clc1ccccc1, Cl, Nc1ccc2[nH]cc3c(=O)n(-c4ccccc4)nc-3c2c1. Yields the product O=c1c2c[nH]c3ccc(N4CCNCC4)cc3c-2nn1-c1ccccc1. RXN SMILES: [Cl:23][CH2:24][CH2:25][NH:26][CH2:27][CH2:28][Cl:29].[Cl:30][c:31]1[cH:32][cH:33][cH:34][cH:35][cH:36]1.[ClH:22].[NH2:1][c:2]1[cH:3][c:4]2[c:5]3[n:14][n:13](-[c:15]4[cH:16][cH:17][cH:18][cH:19][cH:20]4)[c:12](=[O:21])[c:6]-3[cH:7][nH:8][c:9]2[cH:10][cH:11]1>>[N:1]1([c:2]2[cH:3][c:4]3[c:5]4[n:14][n:13](-[c:15]5[cH:16][cH:17][cH:18][cH:19][cH:20]5)[c:12](=[O:21])[c:6]-4[cH:7][nH:8][c:9]3[cH:10][cH:11]2)[CH2:24][CH2:25][NH:26][CH2:27][CH2:28]1. The reactants are N12CC(C(CC1)CC2)=O (3-quinuclidinone), C(CCC)[Li] (n-butyl lithium), solution, C(#C)[Si](C)(C)C (ethynyltrimethylsilane), CO (Methanol). Solvent: O1CCCC1 (tetrahydrofuran), CCCCC (pentane), O1CCCC1 (tetrahydrofuran). Run at temperature -70 celsius, time 1 hour. Product: C(#C)C1(CN2CCC1CC2)O (3-ethynyl-3-hydroxy-quinuclidine). RXN SMILES: [CH2:1]([Li])[CH2:2]CC.C([Si](C)(C)C)#C.[N:12]12[CH2:19][CH2:18][CH:15]([CH2:16][CH2:17]1)[C:14](=[O:20])[CH2:13]2.CO>CCCCC.O1CCCC1>[C:1]([C:14]1([OH:20])[CH:15]2[CH2:18][CH2:19][N:12]([CH2:17][CH2:16]2)[CH2:13]1)#[CH:2]. Procedure details: A solution of n-butyl lithium (100 ml of a 2M solution in pentane) was added portion-vise over a period of 20 minutes to a stirred solution of ethynyltrimethylsilane (19.6 g) in dry tetrahydrofuran (400 ml) at -70° C. The mixture was stirred for 1 hour at -70° C. A solution of 3-quinuclidinone (2.4 g) in dry tetrahydrofuran (100 ml) was then added to the mixture and the mixture stirred for 1 hour at -70° C. Methanol (1 ml) was then added to the mixture and the mixture allowed to warm to room tem... Starting materials: Cl.N1C[C@H](CCC1)NC(=O)C1=CNC2=C1N=CN=C2C2=C(C=C(C(=C2)F)OC)OCC2CC2 (4-(2-cyclopropylmethoxy-5-fluoro-4-methoxy-phenyl)-5H-pyrrolo[3,2-d]pyrimidine-7-carboxylic acid (S)-piperidin-3-ylamide hydrochloride), COCC(=O)Cl (methoxy-acetyl chloride). Yields the product COCC(=O)N1C[C@H](CCC1)NC(=O)C1=CNC2=C1N=CN=C2C2=C(C=C(C(=C2)F)OC)OCC2CC2 (4-(2-Cyclopropylmethoxy-5-fluoro-4-methoxy-phenyl)-5H-pyrrolo[3,2-d]pyrimidine-7-carboxylic acid [(S)-1-(2-methoxy-ethanoyl)-piperidin-3-yl]amide). Reaction SMILES: Cl.[NH:2]1[CH2:7][CH2:6][CH2:5][C@H:4]([NH:8][C:9]([C:11]2[C:15]3[N:16]=[CH:17][N:18]=[C:19]([C:20]4[CH:25]=[C:24]([F:26])[C:23]([O:27][CH3:28])=[CH:22][C:21]=4[O:29][CH2:30][CH:31]4[CH2:33][CH2:32]4)[C:14]=3[NH:13][CH:12]=2)=[O:10])[CH2:3]1.[CH3:34][O:35][CH2:36][C:37](Cl)=[O:38]>>[CH3:34][O:35][CH2:36][C:37]([N:2]1[CH2:7][CH2:6][CH2:5][C@H:4]([NH:8][C:9]([C:11]2[C:15]3[N:16]=[CH:17][N:18]=[C:19]([C:20]4[CH:25]=[C:24]([F:26])[C:23]([O:27][CH3:28])=[CH:22][C:21]=4[O:29][CH2:30][CH:31]4[CH2:32][CH2:33]4)[C:14]=3[NH:13][CH:12]=2)=[O:10])[CH2:3]1)=[O:38] |f:0.1|. Procedure details: Starting from 4-(2-cyclopropylmethoxy-5-fluoro-4-methoxy-phenyl)-5H-pyrrolo[3,2-d]pyrimidine-7-carboxylic acid (S)-piperidin-3-ylamide hydrochloride (example A168) and methoxy-acetyl chloride the title compound is obtained as colorless solid. Reactants: C(C=C)N1C(=NC=2C3=C(CC4(CCCCC4)C2C1=O)C=CC=C3)S(=O)(=O)C (3-Allyl-2-(methylsulfonyl)-3H-spiro[benzo[h]quinazoline-5,1′-cyclohexan]-4(6H)-one), C([O-])([O-])=O.[K+].[K+] (potassium carbonate), solution, C(C)N (ethylamine), O1CCCC1 (tetrahydrofuran), C(C)N (ethylamine). The solvent is C(C)OCC (diethyl ether), CN(C=O)C (dimethylformamide). Run at time 5 hour. Yields the product C(C=C)N1C(=NC=2C3=C(CC4(CCCCC4)C2C1=O)C=CC=C3)NCC (3-allyl-2-(ethylamino)-3H-spiro[benzo[h]quinazoline-5,1′-cyclohexan]-4(6H)-one). Yield: 85.0%. As a reaction SMILES: [CH2:1]([N:4]1[C:18](=[O:19])[C:17]2[C:11]3([CH2:16][CH2:15][CH2:14][CH2:13][CH2:12]3)[CH2:10][C:9]3[CH:20]=[CH:21][CH:22]=[CH:23][C:8]=3[C:7]=2[N:6]=[C:5]1S(C)(=O)=O)[CH:2]=[CH2:3].C(=O)([O-])[O-].[K+].[K+].[CH2:34]([NH2:36])[CH3:35].O1CCCC1>C(OCC)C.CN(C)C=O>[CH2:1]([N:4]1[C:18](=[O:19])[C:17]2[C:11]3([CH2:16][CH2:15][CH2:14][CH2:13][CH2:12]3)[CH2:10][C:9]3[CH:20]=[CH:21][CH:22]=[CH:23][C:8]=3[C:7]=2[N:6]=[C:5]1[NH:36][CH2:34][CH3:35])[CH:2]=[CH2:3] |f:1.2.3|. Procedure details: 3-Allyl-2-(methylsulfonyl)-3H-spiro[benzo[h]quinazoline-5,1′-cyclohexan]-4(6H)-one (6, 306 mg, 0.796 mmol) and potassium carbonate (165 mg, 1.19 mmol) were added to 1 mL of dry dimethylformamide stirring under nitrogen atmosphere. A 2.0M solution of ethylamine in tetrahydrofuran (1 mL, 2 mmol) was then added, and the reaction was tightly capped and allowed to stir at room temperature for 5 hours. Another 1 mL portion of ethylamine solution was added at 5 hours, and the reaction allowed to stir f... The reactants are Cl.FC(C(N)=NNC)F (2,2-Difluoro-N′-methylethanehydrazonamide Hydrochloride), C(C)OC(C(OC)=N)OCC (methyl 2,2-diethoxyacetimidate), C(C)(=O)[O-].[Na+] (sodium acetate). Solvent: CO (methanol), CO (methanol). Reaction conditions: temperature 30 celsius, time 3 day. Product: C(C)OC(C1=NC(=NN1C)C(F)F)OCC (5-(diethoxymethyl)-3-(difluoromethyl)-1-methyl-1H-1,2,4-triazole). Yield: 32.6%. Reaction SMILES: [CH2:1]([O:3][CH:4]([O:9][CH2:10][CH3:11])[C:5](=[NH:8])OC)[CH3:2].Cl.[F:13][CH:14]([F:20])[C:15](=[N:17]NC)[NH2:16].[C:21]([O-])(=O)C.[Na+]>CO>[CH2:10]([O:9][CH:4]([O:3][CH2:1][CH3:2])[C:5]1[N:8]([CH3:21])[N:17]=[C:15]([CH:14]([F:20])[F:13])[N:16]=1)[CH3:11] |f:1.2,3.4|. Procedure: A solution of diethoxyacetonitrile (75 g, 0.579 mol) in methanol (210 mL) was added at room temperature to a solution of sodium methoxide (28.3 g, 0.522 mol) in methanol (450 mL). The mixture was stirred overnight, and then methanol was evaporated. The residue was diluted with dichloromethane (200 mL) and water (300 mL). The organic layer was separated, and the aqueous one was extracted with dichloromethane (2×150 mL). The combined organic layer was dried over Na2SO4 and evaporated to give 83 g ... Reactants: C(C)(C)(C)C1=CC=C(COC2=C(C=CC=C2)/C=C/C(CCC2=CC=C(C(=O)OC)C=C2)CC2=CC=C(C=C2)C#N)C=C1 (methyl 4-[(4E)-5-{2-[(4-tert-butylbenzyl)oxy]phenyl}-3-(4-cyanobenzyl)pent-4-en-1-yl]benzoate), C[Si](C)(C)N=[N+]=[N-] (trimethylsilyl azide), C(CCC)[Sn](CCCC)=O (di-n-butyltin oxide). Solvent: C1(=CC=CC=C1)C (toluene). Reaction conditions: temperature 80 celsius. Yields the product C(C)(C)(C)C1=CC=C(COC2=C(C=CC=C2)/C=C/C(CCC2=CC=C(C(=O)OC)C=C2)CC2=CC=C(C=C2)C2=NN=NN2)C=C1 (Methyl 4-{(4E)-5-{2-[(4-tert-butylbenzyl)oxy]phenyl}-3-[4-(1H-tetrazol-5-yl)benzyl]pent-4-en-1-yl}benzoate). As a reaction SMILES: [C:1]([C:5]1[CH:42]=[CH:41][C:8]([CH2:9][O:10][C:11]2[CH:16]=[CH:15][CH:14]=[CH:13][C:12]=2/[CH:17]=[CH:18]/[CH:19]([CH2:32][C:33]2[CH:38]=[CH:37][C:36]([C:39]#[N:40])=[CH:35][CH:34]=2)[CH2:20][CH2:21][C:22]2[CH:31]=[CH:30][C:25]([C:26]([O:28][CH3:29])=[O:27])=[CH:24][CH:23]=2)=[CH:7][CH:6]=1)([CH3:4])([CH3:3])[CH3:2].C[Si]([N:47]=[N+:48]=[N-:49])(C)C.C([Sn](=O)CCCC)CCC>C1(C)C=CC=CC=1>[C:1]([C:5]1[CH:42]=[CH:41][C:8]([CH2:9][O:10][C:11]2[CH:16]=[CH:15][CH:14]=[CH:13][C:12]=2/[CH:17]=[CH:18]/[CH:19]([CH2:32][C:33]2[CH:34]=[CH:35][C:36]([C:39]3[NH:49][N:48]=[N:47][N:40]=3)=[CH:37][CH:38]=2)[CH2:20][CH2:21][C:22]2[CH:23]=[CH:24][C:25]([C:26]([O:28][CH3:29])=[O:27])=[CH:30][CH:31]=2)=[CH:7][CH:6]=1)([CH3:4])([CH3:2])[CH3:3]. Procedure: A solution of 180 mg (0.32 mmol) of methyl 4-[(4E)-5-{2-[(4-tert-butylbenzyl)oxy]phenyl}-3-(4-cyanobenzyl)pent-4-en-1-yl]benzoate in 10 ml of toluene is mixed with 557.3 mg (4.84 mmol) of trimethylsilyl azide and 120.51 mg (0.48 mmol) of di-n-butyltin oxide and heated at 80° C. for 12 hours. After cooling to room temperature, the mixture is washed with saturated sodium bicarbonate solution. The organic phase is separated off, washed with saturated sodium chloride solution and dried over sodium s...